Dataset: the Open Reaction Database (ORD), a public repository of structured organic reaction records. Task: describe an organic reaction: reactants, conditions, products, and yield The reactants are O=C(O)c1cc(Br)c(O)cc1O, CO, [Na+], O, O=C([O-])O, O=S(=O)(O)O. Product: COC(=O)c1cc(Br)c(O)cc1O. Reaction SMILES: [Br:1][c:2]1[c:3]([OH:12])[cH:4][c:5]([OH:11])[c:6]([C:7](=[O:8])[OH:9])[cH:10]1.[CH3:23][OH:24].[Na+:18].[OH2:25].[OH:19][C:20](=[O:21])[O-:22].[S:13](=[O:14])(=[O:15])([OH:16])[OH:17]>>[Br:1][c:2]1[c:3]([OH:12])[cH:4][c:5]([OH:11])[c:6]([C:7](=[O:8])[O:9][CH3:20])[cH:10]1. Reactants: OC1CN(CCC1)C(=O)OC(C)(C)C (tert-butyl 3-hydroxypiperidine-1-carboxylate), [N+](=O)([O-])C1=CC=C(C=C1)S(=O)(=O)Cl (4-nitrobenzene-1-sulfonyl chloride), N1=CC=CC=C1 (pyridine), CCOC(=O)C (EtOAc). Run in C(Cl)Cl (DCM). Conditions: temperature 40 celsius, time 16 hour. The product is [N+](=O)([O-])C1=CC=C(C=C1)S(=O)(=O)OC1CN(CCC1)C(=O)OC(C)(C)C (tert-butyl 3-(4-nitrophenylsulfonyloxy)piperidine-1-carboxylate). The yield is 74.8%. Reaction SMILES: [OH:1][CH:2]1[CH2:7][CH2:6][CH2:5][N:4]([C:8]([O:10][C:11]([CH3:14])([CH3:13])[CH3:12])=[O:9])[CH2:3]1.[N+:15]([C:18]1[CH:23]=[CH:22][C:21]([S:24](Cl)(=[O:26])=[O:25])=[CH:20][CH:19]=1)([O-:17])=[O:16].N1C=CC=CC=1.CCOC(C)=O>C(Cl)Cl>[N+:15]([C:18]1[CH:19]=[CH:20][C:21]([S:24]([O:1][CH:2]2[CH2:7][CH2:6][CH2:5][N:4]([C:8]([O:10][C:11]([CH3:14])([CH3:13])[CH3:12])=[O:9])[CH2:3]2)(=[O:26])=[O:25])=[CH:22][CH:23]=1)([O-:17])=[O:16]. Procedure details: A 500-mL round-bottomed flask was charged with a solution of tert-butyl 3-hydroxypiperidine-1-carboxylate (16 g, 79.60 mmol, 1.00 equiv) in DCM (200 mL), 4-nitrobenzene-1-sulfonyl chloride (17.6 g, 79.64 mmol, 1.00 equiv) and pyridine (9 mL). The resulting solution was stirred at 40° C. for 16 hours. The reaction progress was monitored by TLC (EtOAc: PE=1:2). Upon completion, the reaction was then quenched by the addition of aqueous NaHCO3 (200 mL). The resulting mixture was extracted with dichl... Product: FC(OC=1C=C(C=CC1)NC1=NC=C(C(=N1)NC1=CC(=CC=C1)OC(F)(F)F)F)(F)F (N2,N4-bis(3-trifluoromethoxyphenyl)-5-fluoro-2,4-pyrimidinediamine). Procedure details: In like manner to the preparation of N2,N4-bis(3-hydroxyphenyl)-5-fluoro-2,4-pyrimidinediamine, 2,4-dichloro-5-fluoropyrimidine and 3-trifluoromethoxyaniline were reacted to yield N2,N4-bis(3-trifluoromethoxyphenyl)-5-fluoro-2,4-pyrimidinediamine. 1H NMR (CDCl3): δ 8.03 (bd, 1H), 7.62 (bs, 2H), 7.48 (bd, 1H), 7.39 (t, 1H, J=8.1 Hz), 7.34 (m, 1H), 7.29 (t, 1H, J=7.5 Hz), 7.01 (m, 2H), 6.88 (m, 2H); 19F NMR (CDCl3): −16447 (s, 3F), −16459 (s, 3F), −46738 (s, 1F); LCMS: ret. time: 33.77 min.; purit... The reactants are ClC1=NC=C(C(=N1)Cl)F (2,4-dichloro-5-fluoropyrimidine), FC(OC=1C=C(N)C=CC1)(F)F (3-trifluoromethoxyaniline). RXN SMILES: Cl[C:2]1[N:7]=[C:6](Cl)[C:5]([F:9])=[CH:4][N:3]=1.[F:10][C:11]([F:21])([F:20])[O:12][C:13]1[CH:14]=[C:15]([CH:17]=[CH:18][CH:19]=1)[NH2:16]>>[F:10][C:11]([F:20])([F:21])[O:12][C:13]1[CH:14]=[C:15]([NH:16][C:2]2[N:7]=[C:6]([NH:16][C:15]3[CH:17]=[CH:18][CH:19]=[C:13]([O:12][C:11]([F:10])([F:20])[F:21])[CH:14]=3)[C:5]([F:9])=[CH:4][N:3]=2)[CH:17]=[CH:18][CH:19]=1. Starting materials: FC=1C=C2C=CC=C(C2=CC1F)OS(=O)(=O)C(F)(F)F (trifluoro-methanesulfonic acid 6,7-difluoro-naphthalen-1-yl ester), C(=O)(OC(C)(C)C)N1CCNCC1 (1-Boc-piperazine), C1(CCCCC1)P(C1=C(C=CC=C1)C1=CC=CC=C1)C1CCCCC1 (2-dicyclohexylphosphino biphenyl), CC(C)(C)[O-].[Na+] (NaOtBu). The reagents and catalysts are CC(=O)[O-].CC(=O)[O-].[Pd+2] (Pd(OAc)2). Run in C1(=CC=CC=C1)C (toluene). Reaction conditions: temperature 80 celsius. The product is C(C)(C)(C)OC(=O)N1CCN(CC1)C1=CC=CC2=CC(=C(C=C12)F)F (4-(6,7-difluoro-naphthalen-1-yl)-piperazine-1-carboxylic acid tert-butyl ester). Reaction SMILES: [F:1][C:2]1[CH:3]=[C:4]2[C:9](=[CH:10][C:11]=1[F:12])[C:8](OS(C(F)(F)F)(=O)=O)=[CH:7][CH:6]=[CH:5]2.[C:21]([N:28]1[CH2:33][CH2:32][NH:31][CH2:30][CH2:29]1)([O:23][C:24]([CH3:27])([CH3:26])[CH3:25])=[O:22].C1(P(C2CCCCC2)C2C=CC=CC=2C2C=CC=CC=2)CCCCC1.CC([O-])(C)C.[Na+]>C1(C)C=CC=CC=1.CC([O-])=O.CC([O-])=O.[Pd+2]>[C:24]([O:23][C:21]([N:28]1[CH2:33][CH2:32][N:31]([C:8]2[C:9]3[C:4](=[CH:3][C:2]([F:1])=[C:11]([F:12])[CH:10]=3)[CH:5]=[CH:6][CH:7]=2)[CH2:30][CH2:29]1)=[O:22])([CH3:27])([CH3:25])[CH3:26] |f:3.4,6.7.8|. Procedure details: A third intermediate compound, 1-(6,7-Difluoro-naphthalen-1-yl)-piperazine, was produced as follows: Nitrogen gas was bubbled through a solution of trifluoro-methanesulfonic acid 6,7-difluoro-naphthalen-1-yl ester (4.38 g, 14.04 mmol), 1-Boc-piperazine (3.18 g, 16.85 mmol), Pd(OAc)2 (0.31 g, 1.4 mmol) and 2-dicyclohexylphosphino biphenyl (0.49 g, 1.4 mmol) in toluene (40 mL) for 10 min. NaOtBu (1.89 g, 19.66 mmol) was added. The resulting mixture was heated at 80° C. for 2 h, cooled to RT, dilut...